From a dataset of the Open Reaction Database (ORD), a public repository of structured organic reaction records. describe an organic reaction: reactants, conditions, products, and yield Reactants: CC1(C)CC=Cc2ccccc21, O=CO, OO. Product: CC1(C)CC(=O)Cc2ccccc21. RXN SMILES: [CH3:3][C:4]1([CH3:14])[CH2:5][CH:6]=[CH:7][c:8]2[cH:9][cH:10][cH:11][cH:12][c:13]21.[CH:15]([OH:16])=[O:17].[OH:1][OH:2]>>[O:1]=[C:6]1[CH2:5][C:4]([CH3:3])([CH3:14])[c:13]2[c:8]([cH:9][cH:10][cH:11][cH:12]2)[CH2:7]1. Reactants: C1(=CC=CC=C1)C(C1=CC=CC=C1)OC(=O)C1=C(CS[C@H]2N1C([C@H]2N)=O)SC(SC=2N=NNC2)C(C2=CC=CC=C2)(C2=CC=CC=C2)C2=CC=CC=C2 (7β-amino-3-(trityl-1,2,3-triazol-4-ylthiomethyl- thio) -3-cephem-4-carboxylic acid diphenylmethyl ester), C(C1=CC=CC=C1)(C1=CC=CC=C1)(C1=CC=CC=C1)NC=1SC=C(N1)C(C(=O)O)=NOCC(=O)OC(C1=CC=CC=C1)C1=CC=CC=C1 (2-(2-tritylaminothiazol-4-yl) -2-(diphenylmethoxycarbonylmethoxyimino)acetic acid), CN1CCOCC1 (N-methylmorpholine), P(=O)(OC1=CC=CC=C1)(Cl)Cl (phenyl dichlorophosphate), Cl (hydrochloric acid). The solvent is ClC (chloromethane), O (water). Reaction conditions: temperature -30 celsius, time 30 minute. The product is C(C1=CC=CC=C1)(C1=CC=CC=C1)(C1=CC=CC=C1)NC=1SC=C(N1)/C(/C(=O)N[C@H]1[C@@H]2N(C(=C(CS2)SC(SC=2N=NNC2)C(C2=CC=CC=C2)(C2=CC=CC=C2)C2=CC=CC=C2)C(=O)O)C1=O)=N/OCC(=O)OC(C1=CC=CC=C1)C1=CC=CC=C1 (7β-[(Z)-2-(2-tritylaminothiazol-4-yl)-2-(diphenylmethoxycarbonylmethoxyimino)acetamido]-3- (trityl-1,2,3-triazol-4-ylthiomethylthio) -3-cephem-4-carboxylic acid), dipbenylmethyl ester. Reaction SMILES: C1(C([O:14][C:15]([C:17]2[N:22]3[C:23](=[O:26])[C@@H:24]([NH2:25])[C@H:21]3[S:20][CH2:19][C:18]=2[S:27][CH:28]([C:35](C2C=CC=CC=2)([C:42]2[CH:47]=[CH:46][CH:45]=[CH:44][CH:43]=2)[C:36]2[CH:41]=[CH:40][CH:39]=[CH:38][CH:37]=2)[S:29][C:30]2[N:31]=[N:32][NH:33][CH:34]=2)=[O:16])C2C=CC=CC=2)C=CC=CC=1.[C:54]([NH:73][C:74]1[S:75][CH:76]=[C:77]([C:79](=[N:83][O:84][CH2:85][C:86]([O:88][CH:89]([C:96]2[CH:101]=[CH:100][CH:99]=[CH:98][CH:97]=2)[C:90]2[CH:95]=[CH:94][CH:93]=[CH:92][CH:91]=2)=[O:87])C(O)=O)[N:78]=1)([C:67]1[CH:72]=[CH:71][CH:70]=[CH:69][CH:68]=1)([C:61]1[CH:66]=[CH:65][CH:64]=[CH:63][CH:62]=1)[C:55]1[CH:60]=[CH:59][CH:58]=[CH:57][CH:56]=1.CN1CC[O:106][CH2:105]C1.P(Cl)(Cl)(O[C:112]1[CH:117]=[CH:116][CH:115]=[CH:114][CH:113]=1)=O.Cl>ClC.O>[C:54]([NH:73][C:74]1[S:75][CH:76]=[C:77](/[C:79](=[N:83]/[O:84][CH2:85][C:86]([O:88][CH:89]([C:90]2[CH:95]=[CH:94][CH:93]=[CH:92][CH:91]=2)[C:96]2[CH:101]=[CH:100][CH:99]=[CH:98][CH:97]=2)=[O:87])/[C:105]([NH:25][C@@H:24]2[C:23](=[O:26])[N:22]3[C:17]([C:15]([OH:14])=[O:16])=[C:18]([S:27][CH:28]([C:35]([C:36]4[CH:41]=[CH:40][CH:39]=[CH:38][CH:37]=4)([C:112]4[CH:117]=[CH:116][CH:115]=[CH:114][CH:113]=4)[C:42]4[CH:47]=[CH:46][CH:45]=[CH:44][CH:43]=4)[S:29][C:30]4[N:31]=[N:32][NH:33][CH:34]=4)[CH2:19][S:20][C@H:21]23)=[O:106])[N:78]=1)([C:55]1[CH:60]=[CH:59][CH:58]=[CH:57][CH:56]=1)([C:61]1[CH:66]=[CH:65][CH:64]=[CH:63][CH:62]=1)[C:67]1[CH:72]=[CH:71][CH:70]=[CH:69][CH:68]=1. Procedure: To a solution of 7β-amino-3-(trityl-1,2,3-triazol-4-ylthiomethyl- thio) -3-cephem-4-carboxylic acid diphenylmethyl ester (800 mg : 1.06 mMol.) and (Z) 2-(2-tritylaminothiazol-4-yl) -2-(diphenylmethoxycarbonylmethoxyimino)acetic acid (728 mg : 1.11 mMol.) in chloromethane (8 ml) cooling at -30° C., are added N-methylmorpholine (0.27 ml : 2.46 mMol.), phenyl dichlorophosphate (0.19 ml : 1.27 mMol.), and the mixture is stirred at -30° C. for 30 minutes. The reaction mixture is mixed with 10% hydroc...